Dataset: the Open Reaction Database (ORD), a public repository of structured organic reaction records. Task: describe an organic reaction: reactants, conditions, products, and yield Starting materials: CCCO, CC(=O)[O-], ClCc1cscn1, O=S([O-])c1ccc(Cl)cc1, Cl, [K+], [Na+]. Yields the product O=S(=O)(Cc1cscn1)c1ccc(Cl)cc1. Reaction SMILES: [CH2:25]([OH:26])[CH2:27][CH3:28].[CH3:21][C:22](=[O:23])[O-:24].[Cl:13][CH2:14][c:15]1[n:16][cH:17][s:18][cH:19]1.[Cl:1][c:2]1[cH:3][cH:4][c:5]([S:8](=[O:9])[O-:10])[cH:6][cH:7]1.[ClH:12].[K+:20].[Na+:11]>>[Cl:1][c:2]1[cH:3][cH:4][c:5]([S:8](=[O:9])(=[O:10])[CH2:14][c:15]2[n:16][cH:17][s:18][cH:19]2)[cH:6][cH:7]1. Starting materials: C(C)(=O)NC1=NC(N(S1)[C@H]1[C@H](OC(C)=O)[C@H](OC(C)=O)[C@H](O1)COC(C)=O)=O (5-Acetamido-2-(2,3,5-tri-O-acetyl-β-D-ribofuranosyl)-1,2,4-thiadiazol-3-one), C(C)(=O)NC1=NC(N(S1)[C@H]1[C@H](O)[C@H](O)[C@H](O1)CO)=O (5-Acetamido-2-(β-D-ribofuranosyl)-1,2,4-thiadiazol-3-one), [Na] (sodium). Solvent: CO (methanol), CO (methanol). Product: NC1=NC(N(S1)[C@H]1[C@H](O)[C@H](O)[C@H](O1)CO)=O (5-Amino-2-(β-D-ribofuranosyl)-1,2,4-thiadiazol-3-one). RXN SMILES: C([NH:4][C:5]1[S:9][N:8]([C@@H:10]2[O:22][C@H:21]([CH2:23][O:24]C(=O)C)[C@@H:16]([O:17]C(=O)C)[C@H:11]2[O:12]C(=O)C)[C:7](=[O:28])[N:6]=1)(=O)C.C(NC1SN([C@@H]2O[C@H](CO)[C@@H](O)[C@H]2O)C(=O)N=1)(=O)C.[Na]>CO>[NH2:4][C:5]1[S:9][N:8]([C@@H:10]2[O:22][C@H:21]([CH2:23][OH:24])[C@@H:16]([OH:17])[C@H:11]2[OH:12])[C:7](=[O:28])[N:6]=1 |^1:47|. Procedure details: To a solution of 5-acetamido-2-(2,3,5-tri-O-acetyl-β-D-ribofuranosyl)-1,2,4-thiadiazol-3-one (4,1.0 g) or 5-acetamido-2-(β-D-ribofuranosyl)-1,2,4-thiadiazol-3-one (7) in anhydrous methanol (50 ml) was added 1N sodium methozide in methanol, till the pH of the solution was 9.0 and the solution was stirred at 30° for several days. After the reaction was complete, the solution was neutralized by stirring for 15 min with Amberlite IRC-50 (H+) resin. The resin was filtered off and the filtrate was eva... Reactants: O=C1CCC(=O)N1Br, CCOC(=O)c1csc(N)n1, CC#N. Yields the product CCOC(=O)c1nc(N)sc1Br. As a reaction SMILES: [Br:12][N:13]1[C:14](=[O:15])[CH2:16][CH2:17][C:18]1=[O:19].[CH2:1]([CH3:2])[O:3][C:4](=[O:5])[c:6]1[n:7][c:8]([NH2:11])[s:9][cH:10]1.[CH3:20][C:21]#[N:22]>>[CH2:1]([CH3:2])[O:3][C:4](=[O:5])[c:6]1[n:7][c:8]([NH2:11])[s:9][c:10]1[Br:12]. Reactants: CC1=C(C=C(C=C1)C)C=1C(NC2(C1O)CCN(CC2)OC)=O (3-(2,5-dimethyl-phenyl)-4-hydroxy-8-methoxy-1,8-diaza-spiro[4.5]dec-3-en-2-one), C(C)N(C(C)C)C(C)C (ethyl diisopropyl amine), ClC(=O)OC (methyl chloroformate). Run in ClC1=CC=CC=C1 (chlorobenzene), ClC1=CC=CC=C1 (chlorobenzene), ClC1=CC=CC=C1 (chlorobenzene). Run at temperature 50 celsius, time 1 hour. The product is COC(OC1=C(C(NC12CCN(CC2)OC)=O)C2=C(C=CC(=C2)C)C)=O (carbonic acid 3-(2,5-dimethyl-phenyl)-8-methoxy-2-oxo-1,8-diaza-spiro[4.5]dec-3-en-4-yl ester methyl ester). RXN SMILES: [CH3:1][C:2]1[CH:7]=[CH:6][C:5]([CH3:8])=[CH:4][C:3]=1[C:9]1[C:10](=[O:22])[NH:11][C:12]2([CH2:19][CH2:18][N:17]([O:20][CH3:21])[CH2:16][CH2:15]2)[C:13]=1[OH:14].C(N(C(C)C)C(C)C)C.Cl[C:33]([O:35][CH3:36])=[O:34]>ClC1C=CC=CC=1>[CH3:36][O:35][C:33](=[O:34])[O:14][C:13]1[C:12]2([CH2:19][CH2:18][N:17]([O:20][CH3:21])[CH2:16][CH2:15]2)[NH:11][C:10](=[O:22])[C:9]=1[C:3]1[CH:4]=[C:5]([CH3:8])[CH:6]=[CH:7][C:2]=1[CH3:1]. Reported procedure: To a solution of 200 mg of 3-(2,5-dimethyl-phenyl)-4-hydroxy-8-methoxy-1,8-diaza-spiro[4.5]dec-3-en-2-one and 0.14 ml of ethyl diisopropyl amine in 2 ml of chlorobenzene is added a solution of 66 mg of methyl chloroformate in 0.5 ml of chlorobenzene at 50° C. After stirring for 1 hour at 50° C., the reaction mixture is cooled to room temperature, diluted with 5 ml of chlorobenzene and washed with cold 5% aqueous sodium hydroxide and water. The organic phase is separated, dried over sodium sulfat... The reactants are C(C)OC(C(C)(OC=1C=C2C(=C(N(C2=CC1)CCC)C1=CC=NC=C1)C)C)=O (2-methyl-2-[3-methyl-1-propyl-2-(4-pyridyl)-1H-indole-5-yloxy]propanoic acid ethylester), Cl (hydrochloric acid). Yields the product Cl.CC(C(=O)O)(C)OC=1C=C2C(=C(N(C2=CC1)CCC)C1=CC=NC=C1)C (2-Methyl-2-[3-methyl-1-propyl-2-(4-pyridyl)-1H-indole-5-yloxy]propanoic acid hydrochloride). As a reaction SMILES: C([O:3][C:4](=[O:28])[C:5]([CH3:27])([O:7][C:8]1[CH:9]=[C:10]2[C:14](=[CH:15][CH:16]=1)[N:13]([CH2:17][CH2:18][CH3:19])[C:12]([C:20]1[CH:25]=[CH:24][N:23]=[CH:22][CH:21]=1)=[C:11]2[CH3:26])[CH3:6])C.[ClH:29]>>[ClH:29].[CH3:6][C:5]([O:7][C:8]1[CH:9]=[C:10]2[C:14](=[CH:15][CH:16]=1)[N:13]([CH2:17][CH2:18][CH3:19])[C:12]([C:20]1[CH:25]=[CH:24][N:23]=[CH:22][CH:21]=1)=[C:11]2[CH3:26])([CH3:27])[C:4]([OH:28])=[O:3] |f:2.3|. Procedure: The above compound was prepared from 2-methyl-2-[3-methyl-1-propyl-2-(4-pyridyl)-1H-indole-5-yloxy]propanoic acid ethylester by hydrolysis with diluted hydrochloric acid at the boiling temperature. After the hydrochloric acid was distilled off in vacuo, the reaction product was recrystallized from acetone. Reactants: CC1SC(C(=O)O)Cc2cc3c(cc2C1=O)OCO3, CCN=C=NCCCN(C)C, Cl, Nc1ccc(CN2CCCC2)cc1, CN(C)C=O, O. Product: CC1SC(C(=O)Nc2ccc(CN3CCCC3)cc2)Cc2cc3c(cc2C1=O)OCO3. As a reaction SMILES: [CH2:1]1[O:2][c:3]2[cH:4][c:5]3[c:6]([cH:17][c:18]2[O:19]1)[CH2:7][CH:8]([C:14](=[O:15])[OH:16])[S:9][CH:10]([CH3:13])[C:11]3=[O:12].[CH2:34]([N:35]=[C:36]=[N:37][CH2:38][CH2:39][CH2:40][N:41]([CH3:42])[CH3:43])[CH3:44].[ClH:33].[NH2:20][c:21]1[cH:22][cH:23][c:24]([CH2:25][N:26]2[CH2:27][CH2:28][CH2:29][CH2:30]2)[cH:31][cH:32]1.[O:46]=[CH:47][N:48]([CH3:49])[CH3:50].[OH2:45]>>[CH2:1]1[O:2][c:3]2[cH:4][c:5]3[c:6]([cH:17][c:18]2[O:19]1)[CH2:7][CH:8]([C:14](=[O:16])[NH:20][c:21]1[cH:22][cH:23][c:24]([CH2:25][N:26]2[CH2:27][CH2:28][CH2:29][CH2:30]2)[cH:31][cH:32]1)[S:9][CH:10]([CH3:13])[C:11]3=[O:12].